Dataset: the Open Reaction Database (ORD), a public repository of structured organic reaction records. Task: describe an organic reaction: reactants, conditions, products, and yield The reactants are C(C)(C)(C)OC(N[C@@H]([C@H](CCl)O)CC1=C(C=CC(=C1)F)F)=O ((R,R)-1-(2,5-difluorophenylmethyl)-3-chloro-2-hydroxypropylcarbamic acid tert-butyl ester), solution, [OH-].[K+] (KOH). Solvent: C(C)O (ethanol), C(C)O (ethanol). Reaction conditions: time 90 minute. The product is C(C)(C)(C)OC(N[C@H](CC1=C(C=CC(=C1)F)F)[C@H]1OC1)=O ((R,R)-1-Oxiranyl-2-(2,5-difluorophenyl)ethylcarbamic acid tert-butyl ester). Yield: 93.9%. As a reaction SMILES: [C:1]([O:5][C:6](=[O:22])[NH:7][C@H:8]([CH2:13][C:14]1[CH:19]=[C:18]([F:20])[CH:17]=[CH:16][C:15]=1[F:21])[C@@H:9]([OH:12])[CH2:10]Cl)([CH3:4])([CH3:3])[CH3:2].[OH-].[K+]>C(O)C>[C:1]([O:5][C:6](=[O:22])[NH:7][C@@H:8]([C@@H:9]1[CH2:10][O:12]1)[CH2:13][C:14]1[CH:19]=[C:18]([F:20])[CH:17]=[CH:16][C:15]=1[F:21])([CH3:4])([CH3:3])[CH3:2] |f:1.2|. Procedure details: To a stirred solution of (R,R)-1-(2,5-difluorophenylmethyl)-3-chloro-2-hydroxypropylcarbamic acid tert-butyl ester (2.2 g, 6.6 mmol) in ethanol (100 mL) at 0° C. is added a 0.5M solution of KOH in ethanol (15.7 mL, 7.9 mmol, 1.2 eq) and is stirred for 90 min. The reaction mixture is concentrated under reduced pressure and the residue is redissolved in ethyl acetate. The solution is washed sequentially with saturated ammonium chloride (aq), water and brine, then dried over Na2SO4 and concentrated... Reactants: C1CCOC1, Cn1nc(C(F)(F)F)cc1-c1nccs1, CCOC(=O)Cl. Yields the product CCOC(=O)c1cnc(-c2cc(C(F)(F)F)nn2C)s1. RXN SMILES: [CH2:22]1[O:23][CH2:24][CH2:25][CH2:26]1.[CH3:1][n:2]1[n:3][c:4]([C:12]([F:13])([F:14])[F:15])[cH:5][c:6]1-[c:7]1[s:8][cH:9][cH:10][n:11]1.[Cl:16][C:17](=[O:18])[O:19][CH2:20][CH3:21]>>[CH3:1][n:2]1[n:3][c:4]([C:12]([F:13])([F:14])[F:15])[cH:5][c:6]1-[c:7]1[s:8][c:9]([C:17](=[O:18])[O:19][CH2:20][CH3:21])[cH:10][n:11]1. Reactants: C1(C=2C(C(N1CCCOC1=C(C=C(C=C1)C=1CCC(NN1)=O)Cl)=O)=CC=CC2)=O (6-[4-(3-phthalimidopropyloxy)-3-chlorophenyl]-4,5-dihydro-3(2H)-pyridazinone), O.NN (hydrazine monohydrate). The solvent is C(C)(C)O (isopropanol). Yields the product NCCCC1=C(C=C(C=C1)C=1CCC(NN1)=O)Cl (6-[4-(3-aminopropyl)-3-chlorophenyl]-4,5-dihydro-3(2H)-pyridazinone). Isolated yield 122.4%. As a reaction SMILES: C1(=O)N(CCCO[C:10]2[CH:15]=[CH:14][C:13]([C:16]3[CH2:17][CH2:18][C:19](=[O:22])[NH:20][N:21]=3)=[CH:12][C:11]=2[Cl:23])C(=O)C2=CC=CC=C12.O.NN>C(O)(C)C>[NH2:20][CH2:19][CH2:18][CH2:17][C:10]1[CH:15]=[CH:14][C:13]([C:16]2[CH2:17][CH2:18][C:19](=[O:22])[NH:20][N:21]=2)=[CH:12][C:11]=1[Cl:23] |f:1.2|. Procedure: A mixture of 5.4 g (13.1 mmol) of the phthalimide prepared above and 700 microliters (14.4 mmol) of hydrazine monohydrate in 150 ml of isopropanol is heated at reflux overnight. The solvent is removed under vacuum, the residue is taken up in 15 ml of 70:30 (CH3OH:NH4OH) and flash chromatographed on silica gel (90:10:2 CHCl3 :CH3OH:NH4OH) to give 2.13 g of 6-[4-(3-aminopropyl)-3-chlorophenyl]-4,5-dihydro-3(2H)-pyridazinone as a pale yellow solid. Yield, 58%. Reactants: BrC1=C(C=CC=2N(N=NC21)CC2CC2)O (4-Bromo-1-(cyclopropylmethyl)-1H-benzotriazol-5-ol), BrCC#N (bromoacetonitrile), C([O-])([O-])=O.[K+].[K+] (potassium carbonate). Solvent: CS(=O)C (dimethylsulfoxide). Run at time 30 minute. Yields the product BrC1=C(C=CC=2N(N=NC21)CC2CC2)OCC#N ({[4-bromo-1-(cyclopropylmethyl)-1H-benzotriazol-5-yl]oxy}acetonitrile). RXN SMILES: [Br:1][C:2]1[C:10]2[N:9]=[N:8][N:7]([CH2:11][CH:12]3[CH2:14][CH2:13]3)[C:6]=2[CH:5]=[CH:4][C:3]=1[OH:15].Br[CH2:17][C:18]#[N:19].C(=O)([O-])[O-].[K+].[K+]>CS(C)=O>[Br:1][C:2]1[C:10]2[N:9]=[N:8][N:7]([CH2:11][CH:12]3[CH2:14][CH2:13]3)[C:6]=2[CH:5]=[CH:4][C:3]=1[O:15][CH2:17][C:18]#[N:19] |f:2.3.4|. Reported procedure: 4-Bromo-1-(cyclopropylmethyl)-1H-benzotriazol-5-ol (25 mg, 0.093 mmol), bromoacetonitrile (34 mg, 0.28 mmol, 3 equiv) and potassium carbonate (64 mg, 0.47 mmol, 5 equiv) were combined in dimethylsulfoxide (1 mL) and placed into a preheated oil bath at 80° C. for 30 minutes. The mixture was cooled to ambient temperature, filtered and purified by preparative HPLC (20 to 95% water containing 0.5% trifluoroacetic acid: acetonitrile containing 0.5% trifluoroacetic acid). The appropriate fractions wer...